Dataset: the Open Reaction Database (ORD), a public repository of structured organic reaction records. Task: describe an organic reaction: reactants, conditions, products, and yield As a reaction SMILES: [CH2:1]([c:2]1[cH:3][cH:4][cH:5][cH:6][cH:7]1)[N:8]1[C:9]2([c:29]3[cH:30][cH:31][cH:32][cH:33][cH:34]3)[C:10]3([CH2:11][CH2:12][CH:13]1[CH:14]([S:16](=[O:17])(=[O:18])[c:19]1[cH:20][cH:21][cH:22][cH:23][cH:24]1)[CH2:15]2)[O:25][CH2:26][CH:27]=[CH:28]3.[CH2:58]([N+:59]([CH2:60][CH2:61][CH2:62][CH3:63])([CH2:64][CH2:65][CH2:66][CH3:67])[CH2:68][CH2:69][CH2:70][CH3:71])[CH2:72][CH2:73][CH3:74].[CH3:84][N:85]([CH3:86])[CH:87]=[O:88].[CH:53]([O-:54])=[O:55].[Cl-:52].[Cl-:57].[I:35][c:36]1[cH:37][c:38]([O:46][C:47]([F:48])([F:49])[F:50])[cH:39][c:40]2[c:44]1[O:43][CH:42]([CH3:45])[CH2:41]2.[K+:56].[Li+:51].[O-:76][C:77]([CH3:78])=[O:79].[O-:80][C:81]([CH3:82])=[O:83].[OH2:89].[Pd+2:75]>>[CH2:1]([c:2]1[cH:3][cH:4][cH:5][cH:6][cH:7]1)[N:8]1[C:9]2([c:29]3[cH:30][cH:31][cH:32][cH:33][cH:34]3)[C:10]3([CH2:11][CH2:12][CH:13]1[CH:14]([S:16](=[O:17])(=[O:18])[c:19]1[cH:20][cH:21][cH:22][cH:23][cH:24]1)[CH2:15]2)[O:25][CH2:26][CH:27]([c:36]1[cH:37][c:38]([O:46][C:47]([F:48])([F:49])[F:50])[cH:39][c:40]2[c:44]1[O:43][CH:42]([CH3:45])[CH2:41]2)[CH2:28]3. Product: CC1Cc2cc(OC(F)(F)F)cc(C3COC4(CCC5C(S(=O)(=O)c6ccccc6)CC4(c4ccccc4)N5Cc4ccccc4)C3)c2O1. Starting materials: O=S(=O)(c1ccccc1)C1CC2(c3ccccc3)N(Cc3ccccc3)C1CCC21C=CCO1, CCCC[N+](CCCC)(CCCC)CCCC, CN(C)C=O, O=C[O-], [Cl-], [Cl-], CC1Cc2cc(OC(F)(F)F)cc(I)c2O1, [K+], [Li+], CC(=O)[O-], CC(=O)[O-], O, [Pd+2]. Starting materials: ClC1=CC=C(C=C1)CCC(=O)O (3-(4-chlorophenyl)propionic acid), B.O1CCCC1 (borane tetrahydrofuran). Solvent: O1CCCC1 (tetrahydrofuran). Run at time 15 hour. The product is ClC1=CC=C(C=C1)CCCO (3-(4-Chloropenyl)propanol). The yield is 84.7%. As a reaction SMILES: [Cl:1][C:2]1[CH:7]=[CH:6][C:5]([CH2:8][CH2:9][C:10](O)=[O:11])=[CH:4][CH:3]=1.B.O1CCCC1>O1CCCC1>[Cl:1][C:2]1[CH:3]=[CH:4][C:5]([CH2:8][CH2:9][CH2:10][OH:11])=[CH:6][CH:7]=1 |f:1.2|. Procedure: To a stirred solution of 5.0 g (27 mmol) of 3-(4-chlorophenyl)propionic acid in 30 ml of tetrahydrofuran at 0° C., 30 ml (1M in THF, 30 mmol) of borane-tetrahydrofuran solution was added dropwise. The reaction was stirred for 15 hours. The reaction mixture was concentrated in vacuo. The residue was quenched with water and partitioned between diethyl ether and saturated sodium bicarbonate. The organic layer was separated and the aqueous layer was extracted twice with 40 ml of diethyl ether. The o... Starting materials: NC1=CC(=NC=N1)Cl (6-Amino-4-chloropyrimidine), ClCC(=O)NC(=O)OCC (N-chloroacetylurethane), ClCC(=O)NC(=O)OCC (N-Chloroacetylurethane). The solvent is CN1C(N(CC1)C)=O (1,3-dimethyl-2-imidazolidinone). Reaction conditions: temperature 130 celsius. Product: C(C)OC(NC=1N=C2N(C=NC(=C2)Cl)C1)=O ((7-Chloro-imidazo[1,2-c]pyrimidin-2-yl)-carbamic Acid Ethyl Ester). Yield: 9.4%. RXN SMILES: [NH2:1][C:2]1[N:7]=[CH:6][N:5]=[C:4]([Cl:8])[CH:3]=1.Cl[CH2:10][C:11]([NH:13][C:14]([O:16][CH2:17][CH3:18])=[O:15])=O>CN1CCN(C)C1=O>[CH2:17]([O:16][C:14](=[O:15])[NH:13][C:11]1[N:1]=[C:2]2[CH:3]=[C:4]([Cl:8])[N:5]=[CH:6][N:7]2[CH:10]=1)[CH3:18]. Procedure: A solution of 6-amino-4-chloropyrimidine (1) (0.504 g, 3.89 mmol) and N-chloroacetylurethane (0.770 g, 4.65 mmol) in 1,3-dimethyl-2-imidazolidinone (10 mL) was heated to 130° C. under nitrogen for 3 h. N-Chloroacetylurethane (0.770 g, 4.65 mmol) was added and the mixture was heated to 130° C. under nitrogen for a further 3.5 h. The black oily solution was poured onto ice (200 g) and the aqueous solution was extracted with ethyl acetate (3×250 mL). The organic fractions were combined, removal of ... Starting materials: Cl.C(C1=CC=CC=C1)ON (O-benzylhydroxyl amine hydrochloride), CN(C)P(=O)(N(C)C)N(C)C (HMPA), CI (methyl iodide). Solvent: O (water), [Cl-].[Na+].O (brine). Product: C(C1=CC=CC=C1)ONC (O-Benzyl-N-methyl hydroxylamine). RXN SMILES: Cl.[CH2:2]([O:9][NH2:10])[C:3]1[CH:8]=[CH:7][CH:6]=[CH:5][CH:4]=1.[CH3:11]N(P(N(C)C)(N(C)C)=O)C.CI>O.[Cl-].[Na+].O>[CH2:2]([O:9][NH:10][CH3:11])[C:3]1[CH:8]=[CH:7][CH:6]=[CH:5][CH:4]=1 |f:0.1,5.6.7|. Procedure: To a stirred solution of O-benzylhydroxyl amine hydrochloride (1.59 g, 10 mmole) in 15 ml of dry HMPA containing dry sodium bicarbonate (3.36 g, 40 mmole) was added methyl iodide (1.5 g, 11 mmole). After 5 hours the resulting mixture was diluted with 30 ml of water and 20 ml of brine and extracted three times with ethyl ether. The extracts were combined, washed, dried and evaporated to produce the crude product as an oil. The oil was chromatographed to afford 800 mg of title C compound, with con... The reactants are COC(C(C(C1=C(C=CC=C1F)Cl)Cl)=O)=O (3-chloro-3-(2-chloro-6-fluoro-phenyl)-2-oxo-propionic acid methyl ester), C(C)(=S)N (thioacetamide). Product: COC(=O)C=1N=C(SC1C1=C(C=CC=C1F)Cl)C (5-(2-Chloro-6-fluoro-phenyl)-2-methyl-thiazole-4-carboxylic Acid Methyl Ester). Reaction SMILES: [CH3:1][O:2][C:3](=[O:16])[C:4](=O)[CH:5](Cl)[C:6]1[C:11]([F:12])=[CH:10][CH:9]=[CH:8][C:7]=1[Cl:13].[C:17]([NH2:20])(=[S:19])[CH3:18]>>[CH3:1][O:2][C:3]([C:4]1[N:20]=[C:17]([CH3:18])[S:19][C:5]=1[C:6]1[C:11]([F:12])=[CH:10][CH:9]=[CH:8][C:7]=1[Cl:13])=[O:16]. Procedure details: prepared by reaction of 3-chloro-3-(2-chloro-6-fluoro-phenyl)-2-oxo-propionic acid methyl ester with thioacetamide. LC-MS: tR=0.92 min; [M+H]+=286.2. Reactants: ClC1=NC2=CC=C(C=C2C=C1)Cl (2,6-dichloroquinoline), CC1=CC=C(O1)CN (5-methyl-2-furanmethanamine), COC1=C(CN)C=CC=C1 (2-methoxybenzylamine). The product is COC1=C(CNC=2C=C3C=CC(=NC3=CC2)NCC=2OC(=CC2)C)C=CC=C1 (N6-(2-Methoxy-benzyl)-N2-(5-methyl-furan-2-ylmethyl)-quinoline-2,6-diamine). Reaction SMILES: Cl[C:2]1[CH:11]=[CH:10][C:9]2[C:4](=[CH:5][CH:6]=[C:7](Cl)[CH:8]=2)[N:3]=1.[CH3:13][C:14]1[O:18][C:17]([CH2:19][NH2:20])=[CH:16][CH:15]=1.[CH3:21][O:22][C:23]1[CH:30]=[CH:29][CH:28]=[CH:27][C:24]=1[CH2:25][NH2:26]>>[CH3:21][O:22][C:23]1[CH:30]=[CH:29][CH:28]=[CH:27][C:24]=1[CH2:25][NH:26][C:7]1[CH:8]=[C:9]2[C:4](=[CH:5][CH:6]=1)[N:3]=[C:2]([NH:20][CH2:19][C:17]1[O:18][C:14]([CH3:13])=[CH:15][CH:16]=1)[CH:11]=[CH:10]2. Reported procedure: The title compound, MS: m/e=374.0 (M+H+), was prepared in accordance with the general method of example 1 from 2,6-dichloroquinoline, 5-methyl-2-furanmethanamine and 2-methoxybenzylamine. Reactants: CO, Cl, O=[N+]([O-])c1ccc(Oc2ccc3c(c2)COB3O)cc1. Product: Cl, Nc1ccc(Oc2ccc3c(c2)COB3O)cc1. As a reaction SMILES: [CH3:22][OH:23].[ClH:21].[N+:1]([O-:2])(=[O:3])[c:4]1[cH:5][cH:6][c:7]([O:8][c:9]2[cH:10][c:11]3[c:12]([cH:17][cH:18]2)[B:13]([OH:16])[O:14][CH2:15]3)[cH:19][cH:20]1>>[ClH:21].[NH2:1][c:4]1[cH:5][cH:6][c:7]([O:8][c:9]2[cH:10][c:11]3[c:12]([cH:17][cH:18]2)[B:13]([OH:16])[O:14][CH2:15]3)[cH:19][cH:20]1.